Dataset: the Open Reaction Database (ORD), a public repository of structured organic reaction records. Task: describe an organic reaction: reactants, conditions, products, and yield Starting materials: C1(=CC=CC=C1)OC1=CC(=C(C(=O)O)C=C1)C(F)(F)F (4-(phenyloxy)-2-(trifluoromethyl)benzoic acid), Intermediate 35, CO (methanol). The solvent is C1CCOC1 (THF). Conditions: time 40 minute. The product is C1(=CC=CC=C1)OC1=CC(=C(C=C1)CO)C(F)(F)F ([4-(phenyloxy)-2-(trifluoromethyl)phenyl]methanol). As a reaction SMILES: [C:1]1([O:7][C:8]2[CH:16]=[CH:15][C:11]([C:12](O)=[O:13])=[C:10]([C:17]([F:20])([F:19])[F:18])[CH:9]=2)[CH:6]=[CH:5][CH:4]=[CH:3][CH:2]=1.CO>C1COCC1>[C:1]1([O:7][C:8]2[CH:16]=[CH:15][C:11]([CH2:12][OH:13])=[C:10]([C:17]([F:18])([F:19])[F:20])[CH:9]=2)[CH:2]=[CH:3][CH:4]=[CH:5][CH:6]=1. Reported procedure: To a stirred solution of 4-(phenyloxy)-2-(trifluoromethyl)benzoic acid (for a preparation see Intermediate 35)(0.507 g, 1.80 mmol), in THF (40 ml), under nitrogen, was added borane-tetrahydrofuran complex (0.463 g, 5.39 mmol, Aldrich) carefully over about 2 min. The solution was stirred for 40 min at ambient temperature and then heated at gentle reflux for 20 h. To the mixture at ambient temperature was added methanol (10 ml) dropwise and then the solution was heated to reflux for 30 min. The so... Procedure details: Methyl 4′-(4-bromo-5-chloropyridin-2-ylamino)-5′-methoxy-2′-methylbiphenyl-4-carboxylate generated in Step 2 (9 mg, 0.022 mmol), 2-(isopropylsulfonyl)aniline (4 mg, 0.022 mmol, 1 equiv), Pd2(dba)3 (1.7 mg, 0.002 mmol, 0.1 equiv.), 2-(Dicyclohexylphosphino)-2′,4′,6′-tri-1-propyl-1,1′-biphenyl (1.8 mg, 0.004 mmol, 0.2 equiv.), and Sodium tert-butoxide (2.7 mg, 0.028 mmol, 1.3 equiv.) are added to THF (1 mL). The resulting mixture is bubbled with N2 gas for 5 minutes and then heated at 150° C. for ... The reagents and catalysts are C=1C=CC(=CC1)/C=C/C(=O)/C=C/C2=CC=CC=C2.C=1C=CC(=CC1)/C=C/C(=O)/C=C/C2=CC=CC=C2.C=1C=CC(=CC1)/C=C/C(=O)/C=C/C2=CC=CC=C2.[Pd].[Pd] (Pd2(dba)3). The product is ClC=1C(=CC(=NC1)NC1=CC(=C(C=C1OC)C1=CC=C(C=C1)C(=O)OC)C)NC1=C(C=CC=C1)S(=O)(=O)C(C)C (Methyl 4′-(5-chloro-4-(2-(isopropylsulfonyl)phenylamino)pyridin-2-ylamino)-5′-methoxy-2′-methylbiphenyl-4-carboxylate). As a reaction SMILES: Br[C:2]1[C:7]([Cl:8])=[CH:6][N:5]=[C:4]([NH:9][C:10]2[C:15]([O:16][CH3:17])=[CH:14][C:13]([C:18]3[CH:23]=[CH:22][C:21]([C:24]([O:26][CH3:27])=[O:25])=[CH:20][CH:19]=3)=[C:12]([CH3:28])[CH:11]=2)[CH:3]=1.[CH:29]([S:32]([C:35]1[CH:41]=[CH:40][CH:39]=[CH:38][C:36]=1[NH2:37])(=[O:34])=[O:33])([CH3:31])[CH3:30].C1(P(C2CCCCC2)C2C=CC=CC=2C2C(CCC)=CC(CCC)=CC=2CCC)CCCCC1.CC(C)([O-])C.[Na+]>C1C=CC(/C=C/C(/C=C/C2C=CC=CC=2)=O)=CC=1.C1C=CC(/C=C/C(/C=C/C2C=CC=CC=2)=O)=CC=1.C1C=CC(/C=C/C(/C=C/C2C=CC=CC=2)=O)=CC=1.[Pd].[Pd].C1COCC1>[Cl:8][C:7]1[C:2]([NH:37][C:36]2[CH:38]=[CH:39][CH:40]=[CH:41][C:35]=2[S:32]([CH:29]([CH3:31])[CH3:30])(=[O:34])=[O:33])=[CH:3][C:4]([NH:9][C:10]2[C:15]([O:16][CH3:17])=[CH:14][C:13]([C:18]3[CH:23]=[CH:22][C:21]([C:24]([O:26][CH3:27])=[O:25])=[CH:20][CH:19]=3)=[C:12]([CH3:28])[CH:11]=2)=[N:5][CH:6]=1 |f:3.4,5.6.7.8.9|. The reactants are BrC1=CC(=NC=C1Cl)NC1=CC(=C(C=C1OC)C1=CC=C(C=C1)C(=O)OC)C (Methyl 4′-(4-bromo-5-chloropyridin-2-ylamino)-5′-methoxy-2′-methylbiphenyl-4-carboxylate), CC(C)([O-])C.[Na+] (Sodium tert-butoxide), C(C)(C)S(=O)(=O)C1=C(N)C=CC=C1 (2-(isopropylsulfonyl)aniline), C1(CCCCC1)P(C1=C(C=CC=C1)C1=C(C=C(C=C1CCC)CCC)CCC)C1CCCCC1 (2-(Dicyclohexylphosphino)-2′,4′,6′-tri-1-propyl-1,1′-biphenyl). Run in C1CCOC1 (THF). Conditions: temperature 150 celsius. Starting materials: ClC=1C=C(C=CC1OCCC1=CC=CC=C1)NC(N(C)C)=O (3-[3-chloro-4-(phenethyloxy)phenyl]-1,1-dimethylurea), [OH-].[Na+] (sodium hydroxide). The solvent is C(CCC)O (n-butanol). Yields the product Cl.ClC=1C=C(N)C=CC1OCCC1=CC=CC=C1 (3-chloro-4-(phenethyloxy)aniline hydrochloride). Isolated yield 140.7%. Reaction SMILES: [Cl:1][C:2]1[CH:3]=[C:4]([NH:17]C(=O)N(C)C)[CH:5]=[CH:6][C:7]=1[O:8][CH2:9][CH2:10][C:11]1[CH:16]=[CH:15][CH:14]=[CH:13][CH:12]=1.[OH-].[Na+]>C(O)CCC>[ClH:1].[Cl:1][C:2]1[CH:3]=[C:4]([CH:5]=[CH:6][C:7]=1[O:8][CH2:9][CH2:10][C:11]1[CH:12]=[CH:13][CH:14]=[CH:15][CH:16]=1)[NH2:17] |f:1.2,4.5|. Procedure details: A mixture of 3-[3-chloro-4-(phenethyloxy)phenyl]-1,1-dimethylurea (16.68 g; 0.0523 mol), n-butanol (300 ml) and 50% aqueous sodium hydroxide (50 ml) is refluxed for 1.5 hours, and then poured onto 500 ml crushed ice. The resultant mixture is extracted with ether (2×200 ml). The ether solution is washed with brine, dried over potassium carbonate and cooled in an ice bath. Dry hydrochloric acid gas is bubbled through the solution. The precipitated amine hydrochloride is collected to afford 10.46 g... The reactants are BrCCCCOC=1C=C2CCC(NC2=CC1)=O (6-(4-bromo-butoxy)-3,4-dihydro-carbostyril), N(C(=O)C)C1=CC=C(C=C1)S (4-acetamino-thiophenol). The product is N(C(=O)C)C1=CC=C(C=C1)SCCCCOC=1C=C2CCC(NC2=CC1)=O (6-[4-(4-Acetaminophenyl-mercapto)-butoxy]-3,4-dihydro-carbostyril). RXN SMILES: Br[CH2:2][CH2:3][CH2:4][CH2:5][O:6][C:7]1[CH:8]=[C:9]2[C:14](=[CH:15][CH:16]=1)[NH:13][C:12](=[O:17])[CH2:11][CH2:10]2.[NH:18]([C:22]1[CH:27]=[CH:26][C:25]([SH:28])=[CH:24][CH:23]=1)[C:19]([CH3:21])=[O:20]>>[NH:18]([C:22]1[CH:27]=[CH:26][C:25]([S:28][CH2:2][CH2:3][CH2:4][CH2:5][O:6][C:7]2[CH:8]=[C:9]3[C:14](=[CH:15][CH:16]=2)[NH:13][C:12](=[O:17])[CH2:11][CH2:10]3)=[CH:24][CH:23]=1)[C:19]([CH3:21])=[O:20]. Procedure details: Prepared analogous to Example 1 from 6-(4-bromo-butoxy)-3,4-dihydro-carbostyril and 4-acetamino-thiophenol. The reactants are NC1(CCC1)C1=CC=C(C=C1)C=1N=C2N(C=CC(=C2)/C=C/C(=O)N)C1C1=CC=CC=C1 ((E)-3-{2-[4-(1-amino-cyclobutyl)-phenyl]-3-phenyl-imidazo[1,2-a]pyridin-7-yl}-acrylamide). Reagents/catalysts: [Pd] (palladium on carbon), [Pd] (palladium on carbon). Solvent: CO (MeOH). Reaction conditions: time 23 hour. Yields the product NC1(CCC1)C1=CC=C(C=C1)C=1N=C2N(C=CC(=C2)CCC(=O)N)C1C1=CC=CC=C1 (3-{2-[4-(1-amino-cyclobutyl)-phenyl]-3-phenyl-imidazo[1,2-a]pyridin-7-yl}-propionamide). The yield is 21.7%. Reaction SMILES: [NH2:1][C:2]1([C:6]2[CH:11]=[CH:10][C:9]([C:12]3[N:13]=[C:14]4[CH:19]=[C:18](/[CH:20]=[CH:21]/[C:22]([NH2:24])=[O:23])[CH:17]=[CH:16][N:15]4[C:25]=3[C:26]3[CH:31]=[CH:30][CH:29]=[CH:28][CH:27]=3)=[CH:8][CH:7]=2)[CH2:5][CH2:4][CH2:3]1>[Pd].CO>[NH2:1][C:2]1([C:6]2[CH:7]=[CH:8][C:9]([C:12]3[N:13]=[C:14]4[CH:19]=[C:18]([CH2:20][CH2:21][C:22]([NH2:24])=[O:23])[CH:17]=[CH:16][N:15]4[C:25]=3[C:26]3[CH:31]=[CH:30][CH:29]=[CH:28][CH:27]=3)=[CH:10][CH:11]=2)[CH2:3][CH2:4][CH2:5]1. Procedure details: A mixture of (E)-3-{2-[4-(1-amino-cyclobutyl)-phenyl]-3-phenyl-imidazo[1,2-a]pyridin-7-yl}-acrylamide (111 mg, 0.27 mmol) and 10% palladium on carbon (14 mg) in MeOH (10 mL) was stirred under a hydrogen atmosphere for 23 h, additional palladium on carbon (14 mg) was added and the reaction was stirred under a hydrogen atmosphere for 6 h. The resulting mixture was filtered. The resulting solution was concentrated under reduced pressure. The remaining material was purified using MPLC (Biotage Isole... The reactants are C(C1=CC=CC=C1)(=O)CCC(=O)O (3-benzoylpropionic acid), O.NN (hydrazine hydrate). The solvent is C(C)O (ethanol). The product is C1(=CC=CC=C1)C=1CCC(NN1)=O (6-phenyl-4,5-dihydro-3(2H)-pyridazinone). Reaction SMILES: [C:1]([CH2:9][CH2:10][C:11]([OH:13])=O)(=O)[C:2]1[CH:7]=[CH:6][CH:5]=[CH:4][CH:3]=1.O.[NH2:15][NH2:16]>C(O)C>[C:2]1([C:1]2[CH2:9][CH2:10][C:11](=[O:13])[NH:15][N:16]=2)[CH:7]=[CH:6][CH:5]=[CH:4][CH:3]=1 |f:1.2|. Reported procedure: A mixture of 3-benzoylpropionic acid (89 g), 80% hydrazine hydrate (25.5 ml) in ethanol (1000 ml) is refluxed for 6 hrs, cooled and filtered to give 75.6 g of 6-phenyl-4,5-dihydro-3(2H)-pyridazinone. Bromine (70 g) is added dropwise to a solution of the above pyridazinone in acetic acid (200 ml) at 80° C. After the addition is over, the mixture is heated to 100° C. for 15 minutes, cooled, filtered and washed with isopropyl ether. The solid is slurried in water, adjusted to pH 10 and filtered to ... The reactants are COC1=C(C=C(C(=O)O)C=C1)C (4-methoxy-3-methyl-benzoic acid), N1=C(C=CC=C1)C(CCC)N (1-pyridin-2-yl-butylamine). The product is COC1=C(C=C(C(=O)NC(CCC)C2=NC=CC=C2)C=C1)C (4-Methoxy-3-methyl-N-(1-pyridin-2-yl-butyl)-benzamide). Reaction SMILES: [CH3:1][O:2][C:3]1[CH:11]=[CH:10][C:6]([C:7]([OH:9])=O)=[CH:5][C:4]=1[CH3:12].[N:13]1[CH:18]=[CH:17][CH:16]=[CH:15][C:14]=1[CH:19]([NH2:23])[CH2:20][CH2:21][CH3:22]>>[CH3:1][O:2][C:3]1[CH:11]=[CH:10][C:6]([C:7]([NH:23][CH:19]([C:14]2[CH:15]=[CH:16][CH:17]=[CH:18][N:13]=2)[CH2:20][CH2:21][CH3:22])=[O:9])=[CH:5][C:4]=1[CH3:12]. Procedure: Prepared in a similar manner to example 4 using 4-methoxy-3-methyl-benzoic acid and 1-pyridin-2-yl-butylamine. 1H NMR (500 MHz, CDCl3): δ 0.91-0.92 (t, 3H), 1.25-1.3 (m, 2H, 1.85-1.9 (m, 2H), 3.86 (s, 3H), 5.25-5.3 (m, 1H), 6.80-6.82 (d, 1H), 7.2-7.3 (m, 2H), 7.42-7.44 (d, 1H), 7.6-7.7 (m, 3H), 8.6 (d, 1H). MS (M+H, 299.1).